From a dataset of the Open Reaction Database (ORD), a public repository of structured organic reaction records. describe an organic reaction: reactants, conditions, products, and yield Yields the product CCOC(=O)c1ccc(Cl)cc1CBr. Starting materials: O=C1CCC(=O)N1Br, CCOC(=O)c1ccc(Cl)cc1C. As a reaction SMILES: [Br:14][N:15]1[C:16](=[O:17])[CH2:18][CH2:19][C:20]1=[O:21].[Cl:1][c:2]1[cH:3][cH:4][c:5]([C:9](=[O:10])[O:11][CH2:12][CH3:13])[c:6]([CH3:8])[cH:7]1>>[Cl:1][c:2]1[cH:3][cH:4][c:5]([C:9](=[O:10])[O:11][CH2:12][CH3:13])[c:6]([CH2:8][Br:14])[cH:7]1. Reactants: SC1=NC2=CC=CC=C2C(N1CC=C)=O (2-mercapto-3-allyl-4(3H)-quinazolinone), SC1=NC2=CC=CC=C2C(N1CC=C)=O (2-mercapto-3-allyl-4(3H)-quinazolinone), ClCSC#N (chloromethyl thiocyanate), [H-].[Na+] (sodium hydride). Run in C(OC)COC (dimethoxyethane). Conditions: time 8 hour. Yields the product S(C#N)CC1=NC2=CC=CC=C2C(N1CC=C)=O (2-Thiocyanomethyl-3-allyl-4(3H)-quinazolinone). RXN SMILES: S[C:2]1[N:11]([CH2:12][CH:13]=[CH2:14])[C:10](=[O:15])[C:9]2[C:4](=[CH:5][CH:6]=[CH:7][CH:8]=2)[N:3]=1.Cl[CH2:17][S:18][C:19]#[N:20].[H-].[Na+]>C(COC)OC>[S:18]([CH2:17][C:2]1[N:11]([CH2:12][CH:13]=[CH2:14])[C:10](=[O:15])[C:9]2[C:4](=[CH:5][CH:6]=[CH:7][CH:8]=2)[N:3]=1)[C:19]#[N:20] |f:2.3|. Procedure: To a mixture of 5.8 g (0.03 mole) 2-mercapto-3-allyl-4(3H)-quinazolinone (the product of Example 5) in 200 ml dimethoxyethane, 5.4 g (0.05 mole) chloromethyl thiocyanate and 2.4 g (0.05 mole) 50% sodium hydride were added. The resulting mixture was stirred overnight at ambient temperature, refluxed at 50° C. for 8 hours, stirred overnight, refluxed at 50° C. for 8 hours and stirred overnight. The reaction mixture was washed with water, extracted with methylene chloride, dried over magnesium sulf... Reactants: C(O)([O-])=O.[Na+] (sodium hydrogen carbonate), BrC1=CC=CN2C1=NS(CC2)(=O)=O (9-bromo-3,4-dihydropyrido[2,1-c][1,2,4]thiadiazine 2,2-dioxide), ClC1=C(C=CC(=C1)Cl)B(O)O (2,4-dichlorophenylboronic acid), C([O-])([O-])=O.[Cs+].[Cs+] (cesium carbonate). Reagents/catalysts: C=1C=CC(=CC1)[P](C=2C=CC=CC2)(C=3C=CC=CC3)[Pd]([P](C=4C=CC=CC4)(C=5C=CC=CC5)C=6C=CC=CC6)([P](C=7C=CC=CC7)(C=8C=CC=CC8)C=9C=CC=CC9)[P](C=1C=CC=CC1)(C=1C=CC=CC1)C=1C=CC=CC1 (tetrakis(triphenylphosphine)palladium(0)). The solvent is C(C)(=O)OCC (ethyl acetate), C(C)O (ethanol), C1(=CC=CC=C1)C (toluene). Reaction conditions: temperature 100 celsius, time 8 hour. The product is ClC1=C(C=CC(=C1)Cl)C1=CC=CN2C1=NS(CC2)(=O)=O (9-(2,4-dichlorophenyl)-3,4-dihydropyrido[2,1-c][1,2,4]thiadiazine 2,2-dioxide). Yield: 63.6%. Reaction SMILES: Br[C:2]1[C:7]2=[N:8][S:9](=[O:13])(=[O:12])[CH2:10][CH2:11][N:6]2[CH:5]=[CH:4][CH:3]=1.[Cl:14][C:15]1[CH:20]=[C:19]([Cl:21])[CH:18]=[CH:17][C:16]=1B(O)O.C(=O)([O-])[O-].[Cs+].[Cs+].C(=O)([O-])O.[Na+]>C(O)C.C1(C)C=CC=CC=1.C1C=CC([P]([Pd]([P](C2C=CC=CC=2)(C2C=CC=CC=2)C2C=CC=CC=2)([P](C2C=CC=CC=2)(C2C=CC=CC=2)C2C=CC=CC=2)[P](C2C=CC=CC=2)(C2C=CC=CC=2)C2C=CC=CC=2)(C2C=CC=CC=2)C2C=CC=CC=2)=CC=1.C(OCC)(=O)C>[Cl:14][C:15]1[CH:20]=[C:19]([Cl:21])[CH:18]=[CH:17][C:16]=1[C:2]1[C:7]2=[N:8][S:9](=[O:13])(=[O:12])[CH2:10][CH2:11][N:6]2[CH:5]=[CH:4][CH:3]=1 |f:2.3.4,5.6,^1:49,51,70,89|. Reported procedure: To 9-bromo-3,4-dihydropyrido[2,1-c][1,2,4]thiadiazine 2,2-dioxide (26 mg) were added a solution of 2,4-dichlorophenylboronic acid (38 mg) in ethanol (0.5 mL), toluene (0.5 mL), tetrakis(triphenylphosphine)palladium(0) (11 mg) and cesium carbonate (98 mg), and the mixture was stirred at 100° C. overnight. To the reaction solution were added saturated aqueous sodium hydrogen carbonate solution (1 mL) and ethyl acetate (3 mL) and the mixture was stirred. The organic layer was passed through a phase... The reactants are CCOC(=O)N=NC(=O)OCC, C1CCOC1, Oc1ccccn1, CC(C)(C)OC(=O)N1CCC(O)CC1, c1ccc(P(c2ccccc2)c2ccccc2)cc1. Product: CC(C)(C)OC(=O)N1CCC(Oc2ccccn2)CC1. Reaction SMILES: [O:41]=[C:42]([O:43][CH2:44][CH3:45])[N:46]=[N:47][C:48]([O:49][CH2:50][CH3:51])=[O:52].[O:53]1[CH2:54][CH2:55][CH2:56][CH2:57]1.[OH:1][c:2]1[n:3][cH:4][cH:5][cH:6][cH:7]1.[OH:8][CH:9]1[CH2:10][CH2:11][N:12]([C:15](=[O:16])[O:17][C:18]([CH3:19])([CH3:20])[CH3:21])[CH2:13][CH2:14]1.[c:22]1([P:23]([c:24]2[cH:25][cH:26][cH:27][cH:28][cH:29]2)[c:30]2[cH:31][cH:32][cH:33][cH:34][cH:35]2)[cH:36][cH:37][cH:38][cH:39][cH:40]1>>[O:1]([c:2]1[n:3][cH:4][cH:5][cH:6][cH:7]1)[CH:9]1[CH2:10][CH2:11][N:12]([C:15](=[O:16])[O:17][C:18]([CH3:19])([CH3:20])[CH3:21])[CH2:13][CH2:14]1. Starting materials: ClCC=1C(=NC=CC1)SC1CCC1 (3-Chloromethyl-2-cyclobutylsulfanyl-pyridine), C(C)OC(C(CC1=CC(=C(C(=C1)F)O)F)C)=O (3-(3,5-difluoro-4-hydroxy-phenyl)-2-methyl-propionic acid ethyl ester). Product: C1(CCC1)SC1=NC=CC=C1COC1=C(C=C(C=C1F)CC(C(=O)O)C)F (3-[4-(2-cyclobutylsulfanyl-pyridin-3-ylmethoxy)-3,5-difluoro-phenyl]-2-methyl-propionic acid). Yield: 31.5%. As a reaction SMILES: Cl[CH2:2][C:3]1[C:4]([S:9][CH:10]2[CH2:13][CH2:12][CH2:11]2)=[N:5][CH:6]=[CH:7][CH:8]=1.C([O:16][C:17](=[O:30])[CH:18]([CH3:29])[CH2:19][C:20]1[CH:25]=[C:24]([F:26])[C:23]([OH:27])=[C:22]([F:28])[CH:21]=1)C>>[CH:10]1([S:9][C:4]2[C:3]([CH2:2][O:27][C:23]3[C:22]([F:28])=[CH:21][C:20]([CH2:19][CH:18]([CH3:29])[C:17]([OH:30])=[O:16])=[CH:25][C:24]=3[F:26])=[CH:8][CH:7]=[CH:6][N:5]=2)[CH2:13][CH2:12][CH2:11]1. Procedure: 3-Chloromethyl-2-cyclobutylsulfanyl-pyridine (0.045 g, 0.21 mmol) obtained in Step C of Preparation Example 23 and 3-(3,5-difluoro-4-hydroxy-phenyl)-2-methyl-propionic acid ethyl ester (49 mg, 0.21 mmol) obtained in Step B of Preparation Example 34 were used to react sequentially in the same manner as in Steps A and B of Example 1 to obtain the title compound (0.026 g, 31%). Reactants: ClC1=NC=CC(=C1)OC1=C(C#N)C=CN=C1 (3-(2-Chloropyridin-4-yloxy)isonicotinonitrile), CC1(C2=CC=CC(=C2OC=2C(=CC=CC12)P(C1=CC=CC=C1)C1=CC=CC=C1)P(C1=CC=CC=C1)C1=CC=CC=C1)C (9,9-dimethyl-4,5-bis(diphenylphosphino)xanthene), NC=1SC=C(N1)C1CCN(CC1)C(C)=O (1-(4-(2-aminothiazol-4-yl)piperidin-1-yl)ethanone), P(=O)([O-])([O-])[O-].[K+].[K+].[K+] (potassium phosphate). Reagents/catalysts: C=1C=CC(=CC1)/C=C/C(=O)/C=C/C2=CC=CC=C2.C=1C=CC(=CC1)/C=C/C(=O)/C=C/C2=CC=CC=C2.C=1C=CC(=CC1)/C=C/C(=O)/C=C/C2=CC=CC=C2.[Pd].[Pd] (tris(dibenzylideneacetone)dipalladium). Conditions: temperature 90 celsius, time 8 hour. The product is Cl.C(C)(=O)N1CCC(CC1)C=1N=C(SC1)NC1=NC=CC(=C1)OC1=C(C#N)C=CN=C1 (3-(2-(4-(1-acetylpiperidin-4-yl)thiazol-2-ylamino)pyridin-4-yloxy)isonicotinonitrile hydrochloride). Isolated yield 11.7%. As a reaction SMILES: [Cl:1][C:2]1[CH:7]=[C:6]([O:8][C:9]2[CH:16]=[N:15][CH:14]=[CH:13][C:10]=2[C:11]#[N:12])[CH:5]=[CH:4][N:3]=1.[NH2:17][C:18]1[S:19][CH:20]=[C:21]([CH:23]2[CH2:28][CH2:27][N:26]([C:29](=[O:31])[CH3:30])[CH2:25][CH2:24]2)[N:22]=1.P([O-])([O-])([O-])=O.[K+].[K+].[K+].CC1(C)C2C=CC=C(P(C3C=CC=CC=3)C3C=CC=CC=3)C=2OC2C1=CC=CC=2P(C1C=CC=CC=1)C1C=CC=CC=1>C1C=CC(/C=C/C(/C=C/C2C=CC=CC=2)=O)=CC=1.C1C=CC(/C=C/C(/C=C/C2C=CC=CC=2)=O)=CC=1.C1C=CC(/C=C/C(/C=C/C2C=CC=CC=2)=O)=CC=1.[Pd].[Pd]>[ClH:1].[C:29]([N:26]1[CH2:27][CH2:28][CH:23]([C:21]2[N:22]=[C:18]([NH:17][C:2]3[CH:7]=[C:6]([O:8][C:9]4[CH:16]=[N:15][CH:14]=[CH:13][C:10]=4[C:11]#[N:12])[CH:5]=[CH:4][N:3]=3)[S:19][CH:20]=2)[CH2:24][CH2:25]1)(=[O:31])[CH3:30] |f:2.3.4.5,7.8.9.10.11,12.13|. Reported procedure: 3-(2-Chloropyridin-4-yloxy)isonicotinonitrile (0.0650 g, 0.281 mmol) (prepared as in Example 2), 1-(4-(2-aminothiazol-4-yl)piperidin-1-yl)ethanone (0.0822 g, 0.365 mmol), potassium phosphate (0.137 g, 0.421 mmol), tris(dibenzylideneacetone)dipalladium (0) (0.00642 g, 0.00701 mmol) and 9,9-dimethyl-4,5-bis(diphenylphosphino)xanthene (0.00812 g, 0.0140 mmol) were combined and the vessel was capped with rubber septum. The vessel was evacuated and purged with nitrogen three times. Toluene (2 mL) and... Starting materials: N1(CCCC1)CCS(=O)(=O)N1CCC(CC1)C1=CNC2=C(C=C(C=C12)C1=CSC=C1)C(=O)N (3-(1-{[2-(1-pyrrolidinyl)ethyl]sulfonyl}-4-piperidinyl)-5-(3-thienyl)-1H-indole-7-carboxamide), 15-bromo-3-(1-{[3-(1-pyrrolidinyl)propyl]sulfonyl}-4-piperidinyl)-1H-indole-7-carboxamide, ClC1=CC=C(S1)B(O)O (5-chloro-2-thienylboronic acid), C([O-])([O-])=O.[K+].[K+] (potassium carbonate), O1CCOCC1 (dioxane), O1CCOCC1 (dioxane). Reagents/catalysts: C=1C=CC(=CC1)[P](C=2C=CC=CC2)(C=3C=CC=CC3)[Pd]([P](C=4C=CC=CC4)(C=5C=CC=CC5)C=6C=CC=CC6)([P](C=7C=CC=CC7)(C=8C=CC=CC8)C=9C=CC=CC9)[P](C=1C=CC=CC1)(C=1C=CC=CC1)C=1C=CC=CC1 (Pd(PPh3)4). Run in O (water), O (water). Product: ClC1=CC=C(S1)C=1C=C2C(=CNC2=C(C1)C(=O)N)C1CCN(CC1)S(=O)(=O)CCCN1CCCC1 (5-(5-chloro-2-thienyl)-3-(1-{[3-(1-pyrrolidinyl)propyl]sulfonyl}-4-piperidinyl)-1H-indole-7-carboxamide). As a reaction SMILES: N1([CH2:6][CH2:7][S:8]([N:11]2[CH2:16][CH2:15][CH:14]([C:17]3[C:25]4[C:20](=[C:21]([C:31]([NH2:33])=[O:32])[CH:22]=[C:23](C5C=CSC=5)[CH:24]=4)[NH:19][CH:18]=3)[CH2:13][CH2:12]2)(=[O:10])=[O:9])CCCC1.[Cl:34][C:35]1[S:39][C:38](B(O)O)=[CH:37][CH:36]=1.C(=O)([O-])[O-].[K+].[K+].O1[CH2:54][CH2:53]OCC1>O.C1C=CC([P]([Pd]([P](C2C=CC=CC=2)(C2C=CC=CC=2)C2C=CC=CC=2)([P](C2C=CC=CC=2)(C2C=CC=CC=2)C2C=CC=CC=2)[P](C2C=CC=CC=2)(C2C=CC=CC=2)C2C=CC=CC=2)(C2C=CC=CC=2)C2C=CC=CC=2)=CC=1>[Cl:34][C:35]1[S:39][C:38]([C:23]2[CH:24]=[C:25]3[C:20](=[C:21]([C:31]([NH2:33])=[O:32])[CH:22]=2)[NH:19][CH:18]=[C:17]3[CH:14]2[CH2:13][CH2:12][N:11]([S:8]([CH2:7][CH2:6][CH2:16][N:11]3[CH2:54][CH2:53][CH2:13][CH2:12]3)(=[O:10])=[O:9])[CH2:16][CH2:15]2)=[CH:37][CH:36]=1 |f:2.3.4,^1:59,61,80,99|. Procedure: The title compound was prepared following the general procedure described in intermediate 16. Thus, 15-bromo-3-(1-{[3-(1-pyrrolidinyl)propyl]sulfonyl}-4-piperidinyl)-1H-indole-7-carboxamide (95 mg, 0.19 mmol) in dioxane (3 mL) and water (1 mL), 5-chloro-2-thienylboronic acid (123 mg, 0.76 mmol), Pd(PPh3)4 (22.2 mg, 10%) and potassium carbonate (211 mg, 1.52 mmol) in dioxane (3.0 mL) and water (1.0 mL) were reacted to form the desired product which was purified by reverse phase HPLC eluting with ...